This data is from the Open Reaction Database (ORD), a public repository of structured organic reaction records. The task is: describe an organic reaction: reactants, conditions, products, and yield The reactants are ClC(Cl)Cl, NN, O, O=C1c2ccccc2-c2cccnc21. Product: c1ccc2c(c1)Cc1ncccc1-2. Reaction SMILES: [CH:18]([Cl:19])([Cl:20])[Cl:21].[NH2:16][NH2:17].[OH2:15].[n:1]1[c:2]2[c:3]([cH:4][cH:5][cH:6]1)-[c:7]1[cH:8][cH:9][cH:10][cH:11][c:12]1[C:13]2=[O:14]>>[n:1]1[c:2]2[c:3]([cH:4][cH:5][cH:6]1)-[c:7]1[cH:8][cH:9][cH:10][cH:11][c:12]1[CH2:13]2. Starting materials: O=S(=O)(Cl)c1ccc(F)cc1F, c1ccncc1, Nc1cncc(-c2ccc3nccc(-c4ccncc4)c3c2)c1. Yields the product O=S(=O)(Nc1cncc(-c2ccc3nccc(-c4ccncc4)c3c2)c1)c1ccc(F)cc1F. RXN SMILES: [F:24][c:25]1[c:26]([S:32](=[O:33])(=[O:34])[Cl:35])[cH:27][cH:28][c:29]([F:31])[cH:30]1.[cH:36]1[cH:37][cH:38][n:39][cH:40][cH:41]1.[n:1]1[cH:2][cH:3][c:4](-[c:7]2[cH:8][cH:9][n:10][c:11]3[cH:12][cH:13][c:14](-[c:17]4[cH:18][c:19]([NH2:23])[cH:20][n:21][cH:22]4)[cH:15][c:16]23)[cH:5][cH:6]1>>[n:1]1[cH:2][cH:3][c:4](-[c:7]2[cH:8][cH:9][n:10][c:11]3[cH:12][cH:13][c:14](-[c:17]4[cH:18][c:19]([NH:23][S:32]([c:26]5[c:25]([F:24])[cH:30][c:29]([F:31])[cH:28][cH:27]5)(=[O:33])=[O:34])[cH:20][n:21][cH:22]4)[cH:15][c:16]23)[cH:5][cH:6]1. The reactants are CC(=O)OCC(=O)Cc1ccc(Cl)cc1, O=C(O)c1c(O)c(Cc2ccc(Cl)cc2)nc2c3c(ccc12)CCCC3, O=C1Nc2c(ccc3c2CCC3)C1=O. The product is O=C(O)c1c(O)c(Cc2ccc(Cl)cc2)nc2c3c(ccc12)CCC3. Reaction SMILES: [C:41]([O:42][CH2:43][C:44](=[O:45])[CH2:46][c:47]1[cH:48][cH:49][c:50]([Cl:51])[cH:52][cH:53]1)(=[O:54])[CH3:55].[Cl:1][c:2]1[cH:3][cH:4][c:5]([CH2:6][c:7]2[n:8][c:9]3[c:10]4[c:11]([cH:12][cH:13][c:14]3[c:15]([C:18](=[O:19])[OH:20])[c:16]2[OH:17])[CH2:21][CH2:22][CH2:23][CH2:24]4)[cH:25][cH:26]1.[NH:27]1[c:28]2[c:29]([cH:30][cH:31][c:32]3[c:33]2[CH2:34][CH2:35][CH2:36]3)[C:37](=[O:38])[C:39]1=[O:40]>>[Cl:1][c:2]1[cH:3][cH:4][c:5]([CH2:6][c:7]2[n:8][c:9]3[c:10]4[c:11]([cH:12][cH:13][c:14]3[c:15]([C:18](=[O:19])[OH:20])[c:16]2[OH:17])[CH2:21][CH2:23][CH2:24]4)[cH:25][cH:26]1. The reactants are C(C)OC(CC(=O)C)=O (ethylacetoacetate), OS(=O)(=O)O (H2SO4), C(C)OC(OCC)OCC (triethylorthoformate). Run in C(C)O (ethanol). Reaction conditions: temperature 50 celsius, time 16 hour. Yields the product C(C)OC(C=C(C)OCC)=O (Ethyl-3-ethoxybut-2-eneoate). Isolated yield 85.3%. RXN SMILES: [CH2:1]([O:3][C:4](=[O:9])[CH2:5][C:6]([CH3:8])=[O:7])[CH3:2].OS(O)(=O)=O.[CH2:15](OC(OCC)OCC)[CH3:16]>C(O)C>[CH2:1]([O:3][C:4](=[O:9])[CH:5]=[C:6]([O:7][CH2:15][CH3:16])[CH3:8])[CH3:2]. Reported procedure: To a solution of ethylacetoacetate (2.7 kg, 20.74 mol) in ethanol (4 L) was added conc. H2SO4 (4 ml) at 25° C. under a nitrogen atmosphere. The mixture was heated to 50° C. before adding triethylorthoformate (3073.6 g, 20.74 mol) drop wise. The mixture was stirred at 50° C. for 16 h. The mixture was concentrated under reduced pressure to give the title compound (2.8 kg, 85%) as a yellow oil. 1H NMR (400 MHz, CDCl3): δ 4.9 (s, 1H), 4.1 (m, 2H), 3.7 (m, 2H), 2.2 (s, 3H), 1.2 (m, 3H), 1.1 (m, 3H). The reactants are CC(C)(C)OC(=O)N1CC(N)CC1C(=O)Nc1ccc(-n2ccccc2=O)cc1F, CC#N, O=C(O)c1ccc(Cl)s1. Product: CC(C)(C)OC(=O)N1CC(NC(=O)c2ccc(Cl)s2)CC1C(=O)Nc1ccc(-n2ccccc2=O)cc1F. As a reaction SMILES: [C:1]([CH3:2])([CH3:3])([CH3:4])[O:5][C:6](=[O:7])[N:8]1[CH:9]([C:14]([NH:15][c:16]2[c:17]([F:29])[cH:18][c:19](-[n:22]3[c:23](=[O:28])[cH:24][cH:25][cH:26][cH:27]3)[cH:20][cH:21]2)=[O:30])[CH2:10][CH:11]([NH2:13])[CH2:12]1.[CH3:40][C:41]#[N:42].[Cl:31][c:32]1[cH:33][cH:34][c:35]([C:37](=[O:38])[OH:39])[s:36]1>>[C:1]([CH3:2])([CH3:3])([CH3:4])[O:5][C:6](=[O:7])[N:8]1[CH:9]([C:14]([NH:15][c:16]2[c:17]([F:29])[cH:18][c:19](-[n:22]3[c:23](=[O:28])[cH:24][cH:25][cH:26][cH:27]3)[cH:20][cH:21]2)=[O:30])[CH2:10][CH:11]([NH:13][C:37]([c:35]2[cH:34][cH:33][c:32]([Cl:31])[s:36]2)=[O:38])[CH2:12]1. The reactants are C(C)(=O)N[C@@H]1C=C[C@@H](C1)C(=O)N(C)C=1C(=NN(C1)C=1C=NC=CC1)Cl ((1R,4S)-4-acetamido-N-(3-chloro-1-(pyridin-3-yl)-1H-pyrazol-4-yl)-N-methyl-cyclopent-2-enecarboxamide), N12CCCCCC2=NCCC1 (1,8-diazabicyclo[5.4.0]undec-7-ene). The solvent is [NH4+].[Cl-] (NH4Cl), CS(=O)C (dimethylsulfoxide). Reaction conditions: temperature 100 celsius, time 4 hour. Product: C(C)(=O)N[C@@H]1CC=C(C1)C(=O)N(C)C=1C(=NN(C1)C=1C=NC=CC1)Cl ((R)-4-acetamido-N-(3-chloro-1-(pyridin-3-yl)-1H-pyrazol-4-yl)-N-methyl-cyclopent-1-enecarboxamide), oil. Yield: 44.0%. As a reaction SMILES: [C:1]([NH:4][C@H:5]1[CH2:9][C@@H:8]([C:10]([N:12]([C:14]2[C:15]([Cl:25])=[N:16][N:17]([C:19]3[CH:20]=[N:21][CH:22]=[CH:23][CH:24]=3)[CH:18]=2)[CH3:13])=[O:11])[CH:7]=[CH:6]1)(=[O:3])[CH3:2].N12CCCN=C1CCCCC2>CS(C)=O.[NH4+].[Cl-]>[C:1]([NH:4][C@H:5]1[CH2:9][C:8]([C:10]([N:12]([C:14]2[C:15]([Cl:25])=[N:16][N:17]([C:19]3[CH:20]=[N:21][CH:22]=[CH:23][CH:24]=3)[CH:18]=2)[CH3:13])=[O:11])=[CH:7][CH2:6]1)(=[O:3])[CH3:2] |f:3.4|. Procedure details: To a solution of (1R,4S)-4-acetamido-N-(3-chloro-1-(pyridin-3-yl)-1H-pyrazol-4-yl)-N-methyl-cyclopent-2-enecarboxamide (0.230 g, 0.639 mmol) dissolved in dimethylsulfoxide (DMSO, 10 mL) was added 1,8-diazabicyclo[5.4.0]undec-7-ene (DBU, 4.00 mL, 26.7 mmol). After stirring for 4 hours at a temperature of 100° C., the reaction was cooled and diluted with saturated aqueous NH4Cl (200 mL) and extracted with EtOAc. The organic layer was dried with anhydrous Na2SO4, filtered and concentrated. The resu... Starting materials: FC1=C(OCCC(=O)O)C=C(C=C1)C (3-(2-fluoro-5-methylphenoxy)propanoic acid), polyphosphoric acid. Solvent: O (water). Conditions: temperature 100 celsius, time 2 hour. The product is FC1=CC=C(C=2C(CCOC21)=O)C (8-fluoro-5-methyl-3,4-dihydro-2H-1-benzopyran-4-one). The yield is 68534.5%. Reaction SMILES: [F:1][C:2]1[CH:13]=[CH:12][C:11]([CH3:14])=[CH:10][C:3]=1[O:4][CH2:5][CH2:6][C:7]([OH:9])=O>O>[F:1][C:2]1[C:3]2[O:4][CH2:5][CH2:6][C:7](=[O:9])[C:10]=2[C:11]([CH3:14])=[CH:12][CH:13]=1. Reported procedure: A mixture of 3-(2-fluoro-5-methylphenoxy)propanoic acid (10a) (860 mg, 4.64 mmol) in polyphosphoric acid (12.8 g, 130.3 mmol) was stirred at 100° C. for 2 hours. After cooling to room temperature, the mixture was diluted with water (90 mL), and extracted with ethyl acetate (2×60 mL). The organic layers were combined, washed with brine, dried over sodium sulfate, and concentrated in vacuo to provide 8-fluoro-5-methyl-3,4-dihydro-2H-1-benzopyran-4-one (10b) (573 mg, 3.18 mol, 73%) which was used w... Starting materials: CC(OS(C)(=O)=O)c1ccccn1, CS(C)=O, CCN(C(C)C)C(C)C, CC(C)(C)OC(=O)N1CCNCC1, O. The product is CC(c1ccccn1)N1CCN(C(=O)OC(C)(C)C)CC1. Reaction SMILES: [CH3:1][S:2]([O:3][CH:6]([CH3:7])[c:8]1[n:9][cH:10][cH:11][cH:12][cH:13]1)(=[O:4])=[O:5].[CH3:36][S:37](=[O:38])[CH3:39].[CH:14]([N:15]([CH2:16][CH3:17])[CH:18]([CH3:19])[CH3:20])([CH3:21])[CH3:22].[N:23]1([C:29](=[O:30])[O:31][C:32]([CH3:33])([CH3:34])[CH3:35])[CH2:24][CH2:25][NH:26][CH2:27][CH2:28]1.[OH2:40]>>[CH:6]([CH3:7])([c:8]1[n:9][cH:10][cH:11][cH:12][cH:13]1)[N:26]1[CH2:25][CH2:24][N:23]([C:29](=[O:30])[O:31][C:32]([CH3:33])([CH3:34])[CH3:35])[CH2:28][CH2:27]1. Starting materials: CC(C)=CCCC(C)=CC=O (citral), CC(C)=CCCC(C)=CC=O (citral), C[Mg]Br (methylmagnesium bromide). Solvent: CCOCC (ether), C(C)OCC (diethyl ether), C(C)OCC (diethyl ether). The product is CC(=CC(C)O)CCC=C(C)C (4,8-dimethyl-3,7-nonadien-2-ol). As a reaction SMILES: [CH3:1][C:2](=[CH:4][CH2:5][CH2:6][C:7](=[CH:9][CH:10]=[O:11])[CH3:8])[CH3:3].[CH3:12][Mg]Br>CCOCC>[CH3:8][C:7]([CH2:6][CH2:5][CH:4]=[C:2]([CH3:1])[CH3:3])=[CH:9][CH:10]([OH:11])[CH3:12]. Procedure details: A mixture of 671.2 g of citral and 185.6 g of diethyl ether is added to an addition funnel. The citral mixture is then added dropwise over a five hour period to a nitrogen blanketed, stirred, 5 L, 3-neck, round bottom flask equipped with a reflux condenser containing 1.6 L of 3.0 M methylmagnesium bromide solution and an additional 740 ml of diethyl ether. The reaction flask is situated in an ice water bath to control exotherm and subsequent ether reflux. After addition is complete, the ice wate... Starting materials: O=C([O-])[O-], CCI, CN(C)C=O, [K+], [K+], COc1ccc(COCc2nc3nc(=O)cc(N)n3[nH]2)cc1. Yields the product CCn1c(=O)cc(N)n2nc(COCc3ccc(OC)cc3)nc12. Reaction SMILES: [C:23](=[O:24])([O-:25])[O-:26].[CH2:29]([CH3:30])[I:31].[CH3:32][N:33]([CH3:34])[CH:35]=[O:36].[K+:27].[K+:28].[NH2:1][c:2]1[cH:3][c:4](=[O:22])[n:5][c:6]2[n:7]1[nH:8][c:9]([CH2:11][O:12][CH2:13][c:14]1[cH:15][cH:16][c:17]([O:20][CH3:21])[cH:18][cH:19]1)[n:10]2>>[NH2:1][c:2]1[cH:3][c:4](=[O:22])[n:5]([CH2:29][CH3:30])[c:6]2[n:7]1[n:8][c:9]([CH2:11][O:12][CH2:13][c:14]1[cH:15][cH:16][c:17]([O:20][CH3:21])[cH:18][cH:19]1)[n:10]2.